From a dataset of the Open Reaction Database (ORD), a public repository of structured organic reaction records. describe an organic reaction: reactants, conditions, products, and yield Starting materials: N (ammonia), C1(=CC=CC=C1)N1C(COCC1)=O (4-phenyl-3-morpholinone), S(O)(O)(=O)=O (sulphuric acid), [N+](=O)(O)[O-] (nitric acid). The solvent is CC(=O)C (acetone), O (water). Conditions: temperature 25 celsius, time 30 minute. Yields the product [N+](=O)([O-])C1=CC=C(C=C1)N1C(COCC1)=O (4-(4-nitrophenyl)-3-morpholinone). Reaction SMILES: [C:1]1([N:7]2[CH2:12][CH2:11][O:10][CH2:9][C:8]2=[O:13])[CH:6]=[CH:5][CH:4]=[CH:3][CH:2]=1.S(=O)(=O)(O)O.[N+:19]([O-])([OH:21])=[O:20].N>CC(C)=O.O>[N+:19]([C:4]1[CH:3]=[CH:2][C:1]([N:7]2[CH2:12][CH2:11][O:10][CH2:9][C:8]2=[O:13])=[CH:6][CH:5]=1)([O-:21])=[O:20]. Procedure details: In a 2-liter flask, 177 g (1.0 mol) of 4-phenyl-3-morpholinone (VIII) are introduced at internal temperature 10° C. in 4 portions into 728 g (7.4 equivalents) of concentrated sulphuric acid. The mixture is then heated to 25° C. and stirred at this temperature for 30 minutes. The solution is cooled to −5° C. and admixed within one hour with 101.8 g (1.05 equivalents) of 65% nitric acid. The mixture is stirred at −5° C. for one hour. 1300 ml of demineralized water are metered into this solution at... Starting materials: CC(=O)O, COC(=O)c1ccc(NN)c([N+](=O)[O-])c1. Yields the product COC(=O)c1ccc(N(N)C(C)=O)c([N+](=O)[O-])c1. Reaction SMILES: [CH3:16][C:17]([OH:18])=[O:19].[CH3:1][O:2][C:3](=[O:4])[c:5]1[cH:6][c:7]([N+:13](=[O:14])[O-:15])[c:8]([NH:11][NH2:12])[cH:9][cH:10]1>>[CH3:1][O:2][C:3](=[O:4])[c:5]1[cH:6][c:7]([N+:13](=[O:14])[O-:15])[c:8]([N:11]([NH2:12])[C:17]([CH3:16])=[O:18])[cH:9][cH:10]1. The reactants are O=C(CCCCl)c1ccc(F)cc1, O=C(Nc1cccc(C2CCNCC2)c1)C1CC1. Yields the product O=C(CCCN1CCC(c2cccc(NC(=O)C3CC3)c2)CC1)c1ccc(F)cc1. RXN SMILES: [Cl:1][CH2:2][CH2:3][CH2:4][C:5](=[O:6])[c:7]1[cH:8][cH:9][c:10]([F:13])[cH:11][cH:12]1.[NH:14]1[CH2:15][CH2:16][CH:17]([c:20]2[cH:21][c:22]([NH:26][C:27](=[O:28])[CH:29]3[CH2:30][CH2:31]3)[cH:23][cH:24][cH:25]2)[CH2:18][CH2:19]1>>[CH2:2]([CH2:3][CH2:4][C:5](=[O:6])[c:7]1[cH:8][cH:9][c:10]([F:13])[cH:11][cH:12]1)[N:14]1[CH2:15][CH2:16][CH:17]([c:20]2[cH:21][c:22]([NH:26][C:27](=[O:28])[CH:29]3[CH2:30][CH2:31]3)[cH:23][cH:24][cH:25]2)[CH2:18][CH2:19]1. The reactants are N (ammonia), CO (methyl alcohol), C(C)(=O)OCC=1CS[C@H]2N(C1C(=O)O)C(C2N)=O (3-acetoxymethyl-7-amino-3-cephem-4-carboxylic acid), NN1C(N=C(C=C1N)N)=S (1,4,6-triamino-2(1H)-pyrimidinethione), resultant solution, boron trifluoride diethylether, ice water. Run in C(C)#N (acetonitrile). Reaction conditions: temperature 0 celsius, time 2 hour. The product is NC1[C@@H]2N(C(=C(CS2)CSC2=[N+](C(=CC(=N2)N)N)N)C(=O)[O-])C1=O (7-amino-3-(1,4,6-triaminopyrimidinium-2-yl)thiomethyl-3-cephem-4-carboxylate). Isolated yield 72.3%. As a reaction SMILES: C(O[CH2:5][C:6]1[CH2:7][S:8][C@@H:9]2[CH:16]([NH2:17])[C:15](=[O:18])[N:10]2[C:11]=1[C:12]([OH:14])=[O:13])(=O)C.[NH2:19][N:20]1[C:25]([NH2:26])=[CH:24][C:23]([NH2:27])=[N:22][C:21]1=[S:28].CO.N>C(#N)C>[NH2:17][CH:16]1[C:15](=[O:18])[N:10]2[C:11]([C:12]([O-:14])=[O:13])=[C:6]([CH2:5][S:28][C:21]3[N:22]=[C:23]([NH2:27])[CH:24]=[C:25]([NH2:26])[N+:20]=3[NH2:19])[CH2:7][S:8][C@H:9]12. Procedure details: Under an anhydrous condition, a solution containing 2.72 g of 3-acetoxymethyl-7-amino-3-cephem-4-carboxylic acid and 1.50 g of 1,4,6-triamino-2(1H)-pyrimidinethione suspended in 20 ml of dry acetonitrile was cooled to 0° C.; and 4.8 ml of boron trifluoride diethylether was added. The temperature of the reaction solution was increased to 50° C; the solution was stirred for two hours; and then 10 ml of methyl alcohol was added. The resultant solution was stirred for 10 minutes and was added with 3... The reactants are CO (methanol), O1C(=CC=C1)C1C(NC(N1)=O)=O (5-(2-furyl)-hydantoin), O.O.O.O.O.O.O.O.[OH-].[Ba+2].[OH-] (barium hydroxide octahydrate), O (water), C([O-])([O-])=O.[NH4+].[NH4+] (ammonium carbonate). The product is O1C(=CC=C1)NCC(=O)O (2-furylglycine). Yield: 52.0%. As a reaction SMILES: [O:1]1[CH:5]=[CH:4][CH:3]=[C:2]1C1NC(=O)NC1=O.O.O.O.O.O.O.O.O.[OH-].[Ba+2].[OH-].O.[C:25](=[O:28])([O-])[O-:26].[NH4+:29].[NH4+].[CH3:31]O>>[O:1]1[CH:5]=[CH:4][CH:3]=[C:2]1[NH:29][CH2:31][C:25]([OH:26])=[O:28] |f:1.2.3.4.5.6.7.8.9.10.11,13.14.15|. Procedure details: The 5-(2-furyl)-hydantoin from Step A (22.0 g, 0.133 mol) and barium hydroxide octahydrate (67.3 g, 0.213 mol) were added to 325 ml of boiling water. The mixture was refluxed for 24 hrs., cooled to room temperature, and then the barium carbonate was filtered off. The filtrate was treated again with ammonium carbonate (12.8 g, 0.133 mol) to precipitate the barium remaining in solution. The resulting mixture was refluxed for 5 minutes and filtered. The filtrate was evaporated to dryness. The remai... Starting materials: C(C1=CC=CC=C1)(=O)N=C=S (benzoyl isothiocyanate), CC=1SC(=C(N1)C)C1=C(C=C(C=C1)N)OC (4-(2,4-dimethyl-thiazol-5-yl)-3-methoxy-phenylamine), C([O-])([O-])=O.[K+].[K+] (potassium carbonate). The solvent is O1CCCC1 (tetrahydrofurane), O (water). Run at time 3 hour. The product is CC=1SC(=C(N1)C)C1=C(C=C(C=C1)NC(=S)N)OC ([4-(2,4-Dimethyl-thiazol-5-yl)-3-methoxy-phenyl]-thiourea). The yield is 71.3%. RXN SMILES: [CH3:1][C:2]1[S:3][C:4]([C:8]2[CH:13]=[CH:12][C:11]([NH2:14])=[CH:10][C:9]=2[O:15][CH3:16])=[C:5]([CH3:7])[N:6]=1.C([N:25]=[C:26]=[S:27])(=O)C1C=CC=CC=1.C(=O)([O-])[O-].[K+].[K+]>O1CCCC1.O>[CH3:1][C:2]1[S:3][C:4]([C:8]2[CH:13]=[CH:12][C:11]([NH:14][C:26]([NH2:25])=[S:27])=[CH:10][C:9]=2[O:15][CH3:16])=[C:5]([CH3:7])[N:6]=1 |f:2.3.4|. Procedure: To a solution of 4-(2,4-dimethyl-thiazol-5-yl)-3-methoxy-phenylamine (100 mg, 0.43 mmol) in tetrahydrofurane (4 mL) was added drop wise under stirring and under an atmosphere benzoyl isothiocyanate (63.6 ul, 0.45 mmol). The reaction was stirred at room temperature for 3 hours and the solvent was removed under reduced pressure. The residue was dissolved in methanol (6 mL) and a solution of potassium carbonate (177 mg, 1.28 mmol) in water (3 mL) was added. The resulting suspension was stirred at r... Yield: 99.9%. Reported procedure: To a solution of 2,3-dihydrobenzo[b]furan-5-carboxylic acid (1.64 g, 10 mmol) in tetrahydrofuran (10 mL) was added under ice-cooling lithium aluminum hydride (949 mg, 25 mmol) and the mixture was stirred at 60° C. for 1 h. The reaction mixture was stirred under ice-cooling and methanol and 1N hydrochloric acid were added. The precipitate was filtered off and the mother liquor was washed with saturated brine and dried over anhydrous sodium sulfate. The solvent was evaporated under reduced pressur... Run in O1CCCC1 (tetrahydrofuran). The product is O1C2=C(CC1)C=C(C=C2)CO ((2,3-dihydrobenzo[b]furan-5-yl)methanol). Reactants: O1C2=C(CC1)C=C(C=C2)C(=O)O (2,3-dihydrobenzo[b]furan-5-carboxylic acid), CO (methanol), Cl (hydrochloric acid), [H-].[Al+3].[Li+].[H-].[H-].[H-] (lithium aluminum hydride). Reaction SMILES: [O:1]1[CH2:5][CH2:4][C:3]2[CH:6]=[C:7]([C:10](O)=[O:11])[CH:8]=[CH:9][C:2]1=2.[H-].[Al+3].[Li+].[H-].[H-].[H-].CO.Cl>O1CCCC1>[O:1]1[CH2:5][CH2:4][C:3]2[CH:6]=[C:7]([CH2:10][OH:11])[CH:8]=[CH:9][C:2]1=2 |f:1.2.3.4.5.6|. Run at temperature 60 celsius, time 1 hour.